From a dataset of the Open Reaction Database (ORD), a public repository of structured organic reaction records. describe an organic reaction: reactants, conditions, products, and yield Starting materials: Cc1ccccc1, CCN(C(C)C)C(C)C, ClCCl, COC(=O)c1ccc2c(c1)[nH]c(=O)c1ncsc12, O, O=P(Cl)(Cl)Cl. The product is COC(=O)c1ccc2c(c1)nc(Cl)c1ncsc12. Reaction SMILES: [CH3:34][c:35]1[cH:36][cH:37][cH:38][cH:39][cH:40]1.[CH:19]([N:20]([CH2:21][CH3:22])[CH:23]([CH3:24])[CH3:25])([CH3:26])[CH3:27].[Cl:41][CH2:42][Cl:43].[O:1]=[c:2]1[nH:3][c:4]2[cH:5][c:6]([C:15](=[O:16])[O:17][CH3:18])[cH:7][cH:8][c:9]2[c:10]2[c:11]1[n:12][cH:13][s:14]2.[OH2:33].[P:28]([Cl:29])([Cl:30])([Cl:31])=[O:32]>>[c:2]1([Cl:30])[n:3][c:4]2[cH:5][c:6]([C:15](=[O:16])[O:17][CH3:18])[cH:7][cH:8][c:9]2[c:10]2[c:11]1[n:12][cH:13][s:14]2. The product is COC(NC(CCS(=O)(=O)C)C(=O)N1CC2(CC2)CC1C=1NC(=CN1)C1=CC=C(C=C1)Br)=O ((1-{6-[5-(4-Bromo-phenyl)-1H-imidazol-2-yl]-5-aza-spiro[2.4]heptane-5-carbonyl}-3-methanesulfonyl-propyl)-carbamic acid methyl ester). RXN SMILES: COC(=O)NC(C(N1CCCC1C1NC(C2C3C(=CC=CC=3)C([Br:31])=CC=2)=CN=1)=O)C(C)C.C(N(C(C)C)CC)(C)C.COC(=O)NC(C(N1CC(C#N)CC1C1NC(C2C=CC3C(=CC=C([C:74]4[CH:79]=[CH:78][C:77]([C:80]5[NH:81][C:82]([CH:85]6[CH2:91][C:88]7([CH2:90][CH2:89]7)[CH2:87][N:86]6[C:92](=[O:105])[CH:93]([NH:100][C:101]([O:103][CH3:104])=[O:102])[CH2:94][CH2:95][S:96]([CH3:99])(=[O:98])=[O:97])=[N:83][CH:84]=5)=[CH:76][CH:75]=4)C=3)C=2)=CN=1)=O)C(C)C>>[CH3:104][O:103][C:101](=[O:102])[NH:100][CH:93]([C:92]([N:86]1[CH:85]([C:82]2[NH:81][C:80]([C:77]3[CH:76]=[CH:75][C:74]([Br:31])=[CH:79][CH:78]=3)=[CH:84][N:83]=2)[CH2:91][C:88]2([CH2:90][CH2:89]2)[CH2:87]1)=[O:105])[CH2:94][CH2:95][S:96]([CH3:99])(=[O:98])=[O:97]. Procedure: Title compound was prepared according to the method employed to prepare (1-{2-[5-(4-Bromonaphthalen-1-yl)-1H-imidazol-2-yl]-pyrolidine-1-carbonyl}-2-methyl-propyl)-carbamic acid methyl ester in Example CK, substituting N-methylmorpholine with five equivalents of diisopropylethylamine.(99%) Example FA: [1-(4-Cyano-2-{5-(6-(4-{2-[5-(4-methanesulfonyl-2-methoxycarbonylamino-butyryl)-5-aza-spiro[2,4]hept-6-yl]-3H-imidazol-4-yl}-phenyl)-naphthalen-2-yl]-1H-imidazol-2-yl}-pyrrolidine-1-carbonyl)-2-met... Reactants: COC(NC(C(C)C)C(=O)N1C(CCC1)C=1NC(=CN1)C1=CC=C(C2=CC=CC=C12)Br)=O ((1-{2-[5-(4-Bromonaphthalen-1-yl)-1H-imidazol-2-yl]-pyrolidine-1-carbonyl}-2-methyl-propyl)-carbamic acid methyl ester), C(C)(C)N(CC)C(C)C (diisopropylethylamine), COC(NC(C(C)C)C(=O)N1C(CC(C1)C#N)C=1NC(=CN1)C1=CC2=CC=C(C=C2C=C1)C1=CC=C(C=C1)C=1NC(=NC1)C1N(CC2(CC2)C1)C(C(CCS(=O)(=O)C)NC(=O)OC)=O)=O ([1-(4-Cyano-2-{5-(6-(4-{2-[5-(4-methanesulfonyl-2-methoxycarbonylamino-butyryl)-5-aza-spiro[2,4]hept-6-yl]-3H-imidazol-4-yl}-phenyl)-naphthalen-2-yl]-1H-imidazol-2-yl}-pyrrolidine-1-carbonyl)-2-methyl-propyl]-carbamic acid methyl ester).